From a dataset of the Open Reaction Database (ORD), a public repository of structured organic reaction records. describe an organic reaction: reactants, conditions, products, and yield Reactants: O1C(OCC1)CCCCN1CCC(CC1)C=1C=C(C=CC1)NC(C(C)C)=O (N-(3-{1-[4-(1,3-dioxolan-2-yl)butyl]-4-piperidinyl}phenyl)-2-methylpropanamide), Cl.C1(=CC=CC2=CC=CC=C12)NN (1-(1-naphthyl)hydrazine hydrochloride). Yields the product N1C=C(C2=CC=C3C(=C12)C=CC=C3)CCCN3CCC(CC3)C=3C=C(C=CC3)NC(C(C)C)=O (N-(3-{1-[3-(1H-BENZO[G]INDOL-3-YL)PROPYL]-4-PIPERIDINYL}PHENYL)-2-METHYLPROPANAMIDE). Reaction SMILES: O1CCO[CH:2]1[CH2:6][CH2:7][CH2:8][CH2:9][N:10]1[CH2:15][CH2:14][CH:13]([C:16]2[CH:17]=[C:18]([NH:22][C:23](=[O:27])[CH:24]([CH3:26])[CH3:25])[CH:19]=[CH:20][CH:21]=2)[CH2:12][CH2:11]1.Cl.[C:29]1([NH:39]N)[C:38]2[C:33](=[CH:34][CH:35]=[CH:36][CH:37]=2)[CH:32]=[CH:31][CH:30]=1>>[NH:39]1[C:29]2[C:30](=[CH:31][CH:32]=[C:33]3[CH:34]=[CH:35][CH:36]=[CH:37][C:38]3=2)[C:6]([CH2:7][CH2:8][CH2:9][N:10]2[CH2:11][CH2:12][CH:13]([C:16]3[CH:17]=[C:18]([NH:22][C:23](=[O:27])[CH:24]([CH3:26])[CH3:25])[CH:19]=[CH:20][CH:21]=3)[CH2:14][CH2:15]2)=[CH:2]1 |f:1.2|. Procedure details: Prepared by Procedure H and Scheme S using N-(3-{1-[4-(1,3-dioxolan-2-yl)butyl]-4-piperidinyl}phenyl)-2-methylpropanamide and 1-(1-naphthyl)hydrazine hydrochloride: ESMS 454.2 m/e: (M+H)+. Starting materials: O=C([O-])[O-], CCOC(=O)CC1CCNCC1, CS(C)=O, O=[N+]([O-])c1ccc(Cl)nc1, [Na+], [Na+]. Product: CCOC(=O)CC1CCN(c2ccc([N+](=O)[O-])cn2)CC1. As a reaction SMILES: [C:23](=[O:24])([O-:25])[O-:26].[CH2:1]([CH3:2])[O:3][C:4](=[O:5])[CH2:6][CH:7]1[CH2:8][CH2:9][NH:10][CH2:11][CH2:12]1.[CH3:29][S:30]([CH3:31])=[O:32].[Cl:13][c:14]1[n:15][cH:16][c:17]([N+:20](=[O:21])[O-:22])[cH:18][cH:19]1.[Na+:27].[Na+:28]>>[CH2:1]([CH3:2])[O:3][C:4](=[O:5])[CH2:6][CH:7]1[CH2:8][CH2:9][N:10]([c:14]2[n:15][cH:16][c:17]([N+:20](=[O:21])[O-:22])[cH:18][cH:19]2)[CH2:11][CH2:12]1. Reactants: BrC=1C(=NC=C(C(=O)NC2=CC(=C(C=C2)OC(F)(F)F)F)C1)N1C[C@H](CC1)CO ((S)-5-bromo-N-(3-fluoro-4-(trifluoromethoxy)phenyl)-6-(3-(hydroxymethyl)pyrrolidin-1-yl)nicotinamide), FC=1C=NC=C(C1)B1OC(C(O1)(C)C)(C)C (3-fluoro-5-(4,4,5,5-tetramethyl-1,3,2-dioxaborolan-2-yl)pyridine). The product is FC=1C=C(C=NC1)C=1C(=NC=C(C1)C(=O)NC1=CC(=C(C=C1)OC(F)(F)F)F)N1C[C@H](CC1)CO ((S)-5′-Fluoro-N-(3-fluoro-4-(trifluoromethoxy)phenyl)-2-(3-(hydroxymethyl)pyrrolidin-1-yl)-[3,3′-bipyridine]-5-carboxamide). Reaction SMILES: Br[C:2]1[C:3]([N:23]2[CH2:27][CH2:26][C@H:25]([CH2:28][OH:29])[CH2:24]2)=[N:4][CH:5]=[C:6]([CH:22]=1)[C:7]([NH:9][C:10]1[CH:15]=[CH:14][C:13]([O:16][C:17]([F:20])([F:19])[F:18])=[C:12]([F:21])[CH:11]=1)=[O:8].[F:30][C:31]1[CH:32]=[N:33][CH:34]=[C:35](B2OC(C)(C)C(C)(C)O2)[CH:36]=1>>[F:30][C:31]1[CH:36]=[C:35]([C:2]2[C:3]([N:23]3[CH2:27][CH2:26][C@H:25]([CH2:28][OH:29])[CH2:24]3)=[N:4][CH:5]=[C:6]([C:7]([NH:9][C:10]3[CH:15]=[CH:14][C:13]([O:16][C:17]([F:18])([F:19])[F:20])=[C:12]([F:21])[CH:11]=3)=[O:8])[CH:22]=2)[CH:34]=[N:33][CH:32]=1. Reported procedure: The title compound was prepared in an analogous fashion to that described in Example 185 using (S)-5-bromo-N-(3-fluoro-4-(trifluoromethoxy)phenyl)-6-(3-(hydroxymethyl)pyrrolidin-1-yl)nicotinamide (Stage 201.1) and 3-fluoro-5-(4,4,5,5-tetramethyl-1,3,2-dioxaborolan-2-yl)pyridine to afford a white powder. HPLC (Condition 4) tR=5.4 min, UPLC-MS (Condition 3) tR=1.07 min, m/z=495.3 [M+H]+; 1H-NMR (400 MHz, DMSO-d6) δ ppm 1.46-1.64 (m, 1H) 1.73-1.92 (m, 1H) 2.11-2.27 (m, 1H) 2.85-3.03 (m, 1H) 3.11-3....